Dataset: the Open Reaction Database (ORD), a public repository of structured organic reaction records. Task: describe an organic reaction: reactants, conditions, products, and yield Starting materials: OCCBr, CC(C)(C)c1cc(-c2n[nH]c3ncccc23)cc(C(C)(C)C)c1O, O=C([O-])[O-], CN(C)C=O, [K+], [K+], O. Product: CC(C)(C)c1cc(-c2nn(CCO)c3ncccc23)cc(C(C)(C)C)c1O. As a reaction SMILES: [Br:25][CH2:26][CH2:27][OH:28].[C:1]([CH3:2])([CH3:3])([CH3:4])[c:5]1[cH:6][c:7](-[c:16]2[n:17][nH:18][c:19]3[n:20][cH:21][cH:22][cH:23][c:24]23)[cH:8][c:9]([C:12]([CH3:13])([CH3:14])[CH3:15])[c:10]1[OH:11].[C:29](=[O:30])([O-:31])[O-:32].[CH3:36][N:37]([CH3:38])[CH:39]=[O:40].[K+:33].[K+:34].[OH2:35]>>[C:1]([CH3:2])([CH3:3])([CH3:4])[c:5]1[cH:6][c:7](-[c:16]2[n:17][n:18]([CH2:26][CH2:27][OH:28])[c:19]3[n:20][cH:21][cH:22][cH:23][c:24]23)[cH:8][c:9]([C:12]([CH3:13])([CH3:14])[CH3:15])[c:10]1[OH:11]. The reactants are C(C)(=O)OCC.CCCCCC (ethyl acetate hexane), intermediate 4, FC1=C(C=CC=C1F)C1C(C=2C(=NC=CC2)[C@@H](CC1)O[Si](C(C)C)(C(C)C)C(C)C)O ((9R)-6-(2,3-difluorophenyl)-9-(triisopropylsilyloxy)-6,7,8,9-tetrahydro-5H-cyclohepta[b]pyridin-5-ol), FC1=C(C=CC=C1F)C1C(C=2C(=NC=CC2)[C@@H](CC1)O[Si](C(C)C)(C(C)C)C(C)C)O ((9R)-6-(2,3-difluorophenyl)-9-(triisopropylsilyloxy)-6,7,8,9-tetrahydro-5H-cyclohepta[b]pyridin-5-ol), CCCC[N+](CCCC)(CCCC)CCCC.[F-] (TBAF). Run in O1CCCC1 (tetrahydrofuran). Reaction conditions: time 2 hour. The product is FC1=C(C=CC=C1F)[C@H]1[C@@H](C=2C(=NC=CC2)[C@@H](CC1)O)O ((5S,6S,9R)-6-(2,3-difluorophenyl)-6,7,8,9-tetrahydro-5H-cyclohepta[b]pyridine-5,9-diol). Reaction SMILES: [F:1][C:2]1[C:7]([F:8])=[CH:6][CH:5]=[CH:4][C:3]=1[CH:9]1[CH2:19][CH2:18][C@@H:17]([O:20][Si](C(C)C)(C(C)C)C(C)C)[C:12]2=[N:13][CH:14]=[CH:15][CH:16]=[C:11]2[CH:10]1[OH:31].CCCC[N+](CCCC)(CCCC)CCCC.[F-].C(OCC)(=O)C.CCCCCC>O1CCCC1>[F:1][C:2]1[C:7]([F:8])=[CH:6][CH:5]=[CH:4][C:3]=1[C@@H:9]1[CH2:19][CH2:18][C@@H:17]([OH:20])[C:12]2=[N:13][CH:14]=[CH:15][CH:16]=[C:11]2[C@H:10]1[OH:31] |f:1.2,3.4|. Procedure: In a 100 mL round-bottom flask was dissolved (9R)-6-(2,3-difluorophenyl)-9-(triisopropylsilyloxy)-6,7,8,9-tetrahydro-5H-cyclohepta[b]pyridin-5-ol (mixture of intermediates 2 and 3, 224.3 mg, 0.501 mmol) in tetrahydrofuran (4 mL) to give a colorless solution. TBAF (0.752 mL, 0.752 mmol) was added, and the mixture was stirred at room temperature for 2 h. LCMS indicated complete conversion of major component while the minor one did not change. Tetrahydrofuran was removed in vacuo and the residue wa... The reactants are CS(=O)(=O)C1=CC=C(C=C1)C1=CC=C(C=N1)C=1OC(=C(N1)CC(=O)[O-])C.[Na+] (Sodium {2-[6-(4-methanesulfonyl-phenyl)-pyridin-3-yl]-5-methyl-oxazol-4-yl}-acetate), CS(=O)(=O)C1=CC=C(C=C1)C1=CC=C(C=N1)C=1OC(=C(N1)CC(=O)[O-])C.[Na+] (Sodium {2-[6-(4-methanesulfonyl-phenyl)-pyridin-3-yl]-5-methyl-oxazol-4-yl}-acetate), C(C(=O)Cl)(=O)Cl (oxalyl chloride), CN(C=O)C (dimethylformamide), (R)-methyl-pyrrolidine hydrochloride, CN1CCOCC1 (n-methylmorpholine). Run in O1CCOCC1 (dioxane), ClCCl (dichloromethane). Run at time 1 hour. The product is CS(=O)(=O)C1=CC=C(C=C1)C1=CC=C(C=N1)C=1OC(=C(N1)CC(=O)N1[C@@H](CCC1)C)C (2-{2-[6-(4-Methanesulfonyl-phenyl)-pyridin-3-yl]-5-methyl-oxazol-4-yl}-1-(2-(R)-methyl-pyrrolidin-1-yl)-ethanone). Reaction SMILES: [CH3:1][S:2]([C:5]1[CH:10]=[CH:9][C:8]([C:11]2[N:16]=[CH:15][C:14]([C:17]3[O:18][C:19]([CH3:26])=[C:20]([CH2:22][C:23]([O-])=[O:24])[N:21]=3)=[CH:13][CH:12]=2)=[CH:7][CH:6]=1)(=[O:4])=[O:3].[Na+].[C:28](Cl)(=O)C(Cl)=O.CN(C)C=O.C[N:40]1[CH2:45][CH2:44]O[CH2:42][CH2:41]1>O1CCOCC1.ClCCl>[CH3:1][S:2]([C:5]1[CH:10]=[CH:9][C:8]([C:11]2[N:16]=[CH:15][C:14]([C:17]3[O:18][C:19]([CH3:26])=[C:20]([CH2:22][C:23]([N:40]4[CH2:41][CH2:42][CH2:28][C@H:45]4[CH3:44])=[O:24])[N:21]=3)=[CH:13][CH:12]=2)=[CH:7][CH:6]=1)(=[O:3])=[O:4] |f:0.1|. Reported procedure: To a stirring solution of Sodium {2-[6-(4-methanesulfonyl-phenyl)-pyridin-3-yl]-5-methyl-oxazol-4-yl}-acetate (See Intermediate 20) (1.0 mmol) and oxalyl chloride (3.0 mmol) in dioxane (0.10M), add a catalytic amount of dimethylformamide and heat to reflux for 30 minutes. After this time, remove the heat and concentrate in vacuo. Take the resulting solid into dichloromethane (0.10M) and slowly add a solution of (R)-methyl-pyrrolidine hydrochloride (1.0 mmol) and n-methylmorpholine (2.0 mmol) in ...